From a dataset of the Open Reaction Database (ORD), a public repository of structured organic reaction records. describe an organic reaction: reactants, conditions, products, and yield Starting materials: CN(C)C(=O)N1CC2CC(C#N)CC2C1, C[Si](C)(C)[N-][Si](C)(C)C, CN(C)C=O, IC1CCCC1, [Li+], O. Product: CN(C)C(=O)N1CC2CC(C#N)(C3CCCC3)CC2C1. As a reaction SMILES: [CH3:1][N:2]([C:3](=[O:4])[N:5]1[CH2:6][CH:7]2[CH:8]([CH2:9]1)[CH2:10][CH:11]([C:13]#[N:14])[CH2:12]2)[CH3:15].[CH3:22][Si:23]([CH3:24])([CH3:25])[N-:26][Si:27]([CH3:28])([CH3:29])[CH3:30].[CH3:32][N:33]([CH3:34])[CH:35]=[O:36].[I:16][CH:17]1[CH2:18][CH2:19][CH2:20][CH2:21]1.[Li+:31].[OH2:37]>>[CH3:1][N:2]([C:3](=[O:4])[N:5]1[CH2:6][CH:7]2[CH:8]([CH2:9]1)[CH2:10][C:11]([C:13]#[N:14])([CH:17]1[CH2:18][CH2:19][CH2:20][CH2:21]1)[CH2:12]2)[CH3:15]. The reactants are COC(C=1CC(C(=O)OC)(C=CC1)OC)=O (3-methoxyisophthalic acid dimethyl ester), solution, CO (methanol), C1(=CC=CC=C1)C (toluene), [H-].C(C(C)C)[Al+]CC(C)C (diisobutylaluminum hydride). The solvent is CCCCCC (n-hexane). Reaction conditions: time 3 hour. The product is COC(C=1CC(C=O)(C=CC1)OC)=O (3-methoxyisophthalaldehydic acid methyl ester). Reaction SMILES: [CH3:1][O:2][C:3](=[O:16])[C:4]1[CH2:5][C:6]([O:14][CH3:15])([CH:11]=[CH:12][CH:13]=1)[C:7](OC)=[O:8].C1(C)C=CC=CC=1.[H-].C([Al+]CC(C)C)C(C)C.CO>CCCCCC>[CH3:1][O:2][C:3](=[O:16])[C:4]1[CH2:5][C:6]([O:14][CH3:15])([CH:11]=[CH:12][CH:13]=1)[CH:7]=[O:8] |f:2.3|. Procedure: To a -78° to -100° solution of 1.0 mol of 3-methoxyisophthalic acid dimethyl ester in 1-10.1 of toluene is slowly added 1.0 mol of diisobutylaluminum hydride as a 1 M solution in n-hexane. The reaction is stirred for 3 hours after the addition and then quenched by the addition of 10 mol of anhydrous methanol. The reaction is allowed to warm to room temperature and stirred until a filterable precipitate forms. The reaction is filtered and the filtrate evaporated to a residue. The residue is purif... Reactants: BrCC(=O)OC (methyl bromoacetate), ClC=1C=CC2=C(C(=NCC(N2)=O)C2=C(C=CC=C2F)F)C1 (7-chloro-1,3-dihydro-5-(2,6-difluorophenyl)-2H-1,4-benzodiazepin-2-one), C[O-].[Na+] (sodium methoxide), CN(C=O)C (dimethylformamide). The solvent is O (water), C1(=CC=CC=C1)C (toluene). Run at time 6 hour. Product: COC(CN1C(CN=C(C2=C1C=CC(=C2)Cl)C2=C(C=CC=C2F)F)=O)=O (7-chloro-2,3-dihydro-2-oxo-5-(2,6-difluorophenyl)-1H-1,4-benzodiazepin-1-acetic acid methyl ester). RXN SMILES: [Cl:1][C:2]1[CH:3]=[CH:4][C:5]2[NH:11][C:10](=[O:12])[CH2:9][N:8]=[C:7]([C:13]3[C:18]([F:19])=[CH:17][CH:16]=[CH:15][C:14]=3[F:20])[C:6]=2[CH:21]=1.C[O-].[Na+].CN(C)C=O.Br[CH2:31][C:32]([O:34][CH3:35])=[O:33]>O.C1(C)C=CC=CC=1>[CH3:35][O:34][C:32](=[O:33])[CH2:31][N:11]1[C:5]2[CH:4]=[CH:3][C:2]([Cl:1])=[CH:21][C:6]=2[C:7]([C:13]2[C:14]([F:20])=[CH:15][CH:16]=[CH:17][C:18]=2[F:19])=[N:8][CH2:9][C:10]1=[O:12] |f:1.2|. Procedure details: A mixture of 0.1 mole of 7-chloro-1,3-dihydro-5-(2,6-difluorophenyl)-2H-1,4-benzodiazepin-2-one and 0.11 mole of sodium methoxide in about 200 ml. of dimethylformamide is heated at about 95° C. for about 20 minutes. To the mixture is added a solution of 0.11 mole of methyl bromoacetate in about 200 ml. of toluene over a period of about 1 hour at about 95° C., and heating is continued for an additional period of about 6 hours. The reaction mixture is then evaporated in vacuo and the residue thus ... Starting materials: S1C(=CC=C1)CC(=O)N (2-thiopheneacetamide), P12(=S)SP3(=S)SP(=S)(S1)SP(=S)(S2)S3 (P4S10). Run in C1CCOC1 (THF). The product is C1=CSC(=C1)CC(=S)N (2-thiophenethioacetamide). The yield is 54.5%. RXN SMILES: [S:1]1[CH:5]=[CH:4][CH:3]=[C:2]1[CH2:6][C:7]([NH2:9])=O.P12(SP3(SP(SP(S3)(S1)=S)(=S)S2)=S)=[S:11]>C1COCC1>[CH:4]1[CH:3]=[C:2]([CH2:6][C:7]([NH2:9])=[S:11])[S:1][CH:5]=1. Procedure details: To a solution in THF (200 mL) of 2-thiopheneacetamide (4.04 g, 28.6 mmol), prepared as in step 1, was added P4S10 (12,7 g, 28.6 mmol), and the vigorously stirred reaction mixture was placed in a Bransonic 221 bath and irradiated with ultrasound for 30 min. The reaction mixture was filtered and the tiltrate was concentrated in vacuo. The crude product was taken up in CH2Cl2 and decanted from the solid residue. Pure 2-thiophenethioacetamide (2.45 g, 54% yield) was obtained by chromatography on sil... The reactants are C(C)(C)(C)OC(=O)NCC(=O)OC1=C(C=CC(=C1)NC(=O)NCC=1C=C2CN(C(C2=CC1)=O)C1C(NC(CC1)=O)=O)C (5-(3-((2-(2,6-dioxopiperidin-3-yl)-1-oxoisoindolin-5-yl)methyl)ureido)-2-methylphenyl 2-(tert-butoxycarbonylamino)acetate), Cl (HCl). Solvent: C(Cl)Cl (DCM), CCOCC (ether). Conditions: time 24 hour. Yields the product Cl.NCC(=O)OC1=C(C=CC(=C1)NC(=O)NCC=1C=C2CN(C(C2=CC1)=O)C1C(NC(CC1)=O)=O)C (5-(3-((2-(2,6-Dioxopiperidin-3-yl)-1-oxoisoindolin-5-yl)methyl)ureido)-2-methylphenyl 2-aminoacetate hydrochloride). As a reaction SMILES: C(OC([NH:8][CH2:9][C:10]([O:12][C:13]1[CH:18]=[C:17]([NH:19][C:20]([NH:22][CH2:23][C:24]2[CH:25]=[C:26]3[C:30](=[CH:31][CH:32]=2)[C:29](=[O:33])[N:28]([CH:34]2[CH2:39][CH2:38][C:37](=[O:40])[NH:36][C:35]2=[O:41])[CH2:27]3)=[O:21])[CH:16]=[CH:15][C:14]=1[CH3:42])=[O:11])=O)(C)(C)C.[ClH:43]>C(Cl)Cl.CCOCC>[ClH:43].[NH2:8][CH2:9][C:10]([O:12][C:13]1[CH:18]=[C:17]([NH:19][C:20]([NH:22][CH2:23][C:24]2[CH:25]=[C:26]3[C:30](=[CH:31][CH:32]=2)[C:29](=[O:33])[N:28]([CH:34]2[CH2:39][CH2:38][C:37](=[O:40])[NH:36][C:35]2=[O:41])[CH2:27]3)=[O:21])[CH:16]=[CH:15][C:14]=1[CH3:42])=[O:11] |f:4.5|. Procedure: To a mixture of 5-(3-((2-(2,6-dioxopiperidin-3-yl)-1-oxoisoindolin-5-yl)methyl)ureido)-2-methylphenyl 2-(tert-butoxycarbonylamino)acetate (0.58 g, 1.0 mmol) in DCM (50 mL) is added 2M HCl in ether (1 mL), and the mixture is stirred for 24 hrs. The solid precipitate is filtered, rinsed with DCM (10 mL), and dried under vacuum to provide the product.